From a dataset of the Open Reaction Database (ORD), a public repository of structured organic reaction records. describe an organic reaction: reactants, conditions, products, and yield Reactants: C(C)(C)(C)OC(=O)N(C=1C=C(C=CC1)C(CCNC(OC(C)(C)C)=O)=O)CC1CCCCC1 (tert-butyl 3-(3-(tert-butoxycarbonyl(cyclohexylmethyl)amino)phenyl)-3-oxopropylcarbamate), B([C@H]1C[C@H]2C[C@@H]([C@@H]1C)C2(C)C)([C@H]3C[C@H]4C[C@@H]([C@@H]3C)C4(C)C)Cl ((+)-Ipc2BCl). Solvent: C1CCOC1 (THF). Yields the product C(C)(C)(C)OC(=O)N(C=1C=C(C=CC1)[C@@H](CCNC(OC(C)(C)C)=O)O)CC1CCCCC1 (tert-butyl (R)-3-(3-(tert-butoxycarbonyl(cyclohexylmethyl)amino)phenyl)-3-hydroxypropylcarbamate). Reaction SMILES: [C:1]([O:5][C:6]([N:8]([CH2:27][CH:28]1[CH2:33][CH2:32][CH2:31][CH2:30][CH2:29]1)[C:9]1[CH:10]=[C:11]([C:15](=[O:26])[CH2:16][CH2:17][NH:18][C:19](=[O:25])[O:20][C:21]([CH3:24])([CH3:23])[CH3:22])[CH:12]=[CH:13][CH:14]=1)=[O:7])([CH3:4])([CH3:3])[CH3:2].B(Cl)([C@@H]1[C@@H](C)[C@H]2C(C)(C)[C@H](C2)C1)[C@@H]1[C@@H](C)[C@H]2C(C)(C)[C@H](C2)C1>C1COCC1>[C:1]([O:5][C:6]([N:8]([CH2:27][CH:28]1[CH2:29][CH2:30][CH2:31][CH2:32][CH2:33]1)[C:9]1[CH:10]=[C:11]([C@H:15]([OH:26])[CH2:16][CH2:17][NH:18][C:19](=[O:25])[O:20][C:21]([CH3:23])([CH3:24])[CH3:22])[CH:12]=[CH:13][CH:14]=1)=[O:7])([CH3:2])([CH3:3])[CH3:4]. Procedure: A mixture of tert-butyl 3-(3-(tert-butoxycarbonyl(cyclohexylmethyl)amino)phenyl)-3-oxopropylcarbamate and (+)-Ipc2BCl in anhydrous THF is stirred at room temperature until no starting material is seen by TLC. The reaction is then quenched with aqueous NH4Cl and stirred at room temperature. Extraction with EtOAc and drying over anhydrous MgSO4 followed by flash chromatography (EtOAc—hexanes gradient) gives tert-butyl (R)-3-(3-(tert-butoxycarbonyl(cyclohexylmethyl)amino)phenyl)-3-hydroxypropylcarb... Reaction conditions: temperature 70 celsius, time 8 hour. Solvent: CN(C)C=O (DMF). Isolated yield 100.2%. Reported procedure: To a solution of 4,6-dichloro-2-methylsulfanylpyrimidine (500 mg, 2.56 mmol) in anhydrous DMF (6 mL) was added sodium ethoxide (174 mg, 2.56 mmol). The reaction mixture was stirred at 70° C. for overnight. The resulting mixture was poured into 30 mL of water and was extracted with diethyl ether (20 mL×3) three times. The ether layer was separated and dried with anhydrous MgSO4 and concentrated in vacuo to give crude product 4-chloro-6-ethoxy-2-methylsulfanylpyrimidine (525 mg). 1H-NMR (CDCl3): δ... The reactants are ClC1=NC(=NC(=C1)Cl)SC (4,6-dichloro-2-methylsulfanylpyrimidine), [O-]CC.[Na+] (sodium ethoxide), O (water). The product is ClC1=NC(=NC(=C1)OCC)SC (4-chloro-6-ethoxy-2-methylsulfanylpyrimidine). Reaction SMILES: [Cl:1][C:2]1[CH:7]=[C:6](Cl)[N:5]=[C:4]([S:9][CH3:10])[N:3]=1.[O-:11][CH2:12][CH3:13].[Na+].O>CN(C=O)C>[Cl:1][C:2]1[CH:7]=[C:6]([O:11][CH2:12][CH3:13])[N:5]=[C:4]([S:9][CH3:10])[N:3]=1 |f:1.2|. Reactants: B.C1CCOC1 (borane THF), BrC1=C(C=CC(=C1)F)C(C#N)(C)C (2-(2-bromo-4-fluoro-phenyl)-2-methyl-propionitrile). Run in C1CCOC1 (THF). Product: BrC1=C(C=CC(=C1)F)C(CN)(C)C (2-(2-Bromo-4-fluorophenyl)-2-methylpropan-1-amine). Yield: 98.5%. Reaction SMILES: B.C1COCC1.[Br:7][C:8]1[CH:13]=[C:12]([F:14])[CH:11]=[CH:10][C:9]=1[C:15]([CH3:19])([CH3:18])[C:16]#[N:17]>C1COCC1>[Br:7][C:8]1[CH:13]=[C:12]([F:14])[CH:11]=[CH:10][C:9]=1[C:15]([CH3:19])([CH3:18])[CH2:16][NH2:17] |f:0.1|. Procedure: Add borane-THF complex (2 M in THF, 10 mL, 20 mmol) to a stirred solution of 2-(2-bromo-4-fluoro-phenyl)-2-methyl-propionitrile (0.8 g, 3.30 mmol) in 10 mL of THF at 0° C. Stir the mixture at 0° C. to RT over the weekend. Quench the reaction with diluted ammonium hydroxide. Extract the product with chloroform. Dry the organic phase over sodium sulfate and concentrate to give the title compound (0.8 g, 99%). MS (ES) m/z 246/248 [M+1]+. Starting materials: OC(C(=O)O)(C(F)(F)F)C ((R/S)-2-Hydroxy-2-methyl-3,3,3-trifluoropropanoic acid), (1S,2R)-norephedrine, C1(=CC=CC=C1)[C@H](C)N ((S)-(−)-1-phenylethylamine). Solvent: CO (MeOH). Yields the product O[C@](C(=O)O)(C(F)(F)F)C ((R)-(+)-2-Hydroxy-2-methyl-3,3,3-trifluoropropanoic Acid). As a reaction SMILES: [OH:1][C:2]([CH3:10])([C:6]([F:9])([F:8])[F:7])[C:3]([OH:5])=[O:4].C1([C@@H](N)C)C=CC=CC=1>CO>[OH:1][C@@:2]([CH3:10])([C:6]([F:9])([F:8])[F:7])[C:3]([OH:5])=[O:4]. Procedure: (R/S)-2-Hydroxy-2-methyl-3,3,3-trifluoropropanoic acid was resolved according to the resolution method described in European Patent Application No. EP 524781 (described for the preparation of the (S)-(−)-acid) except that (1S,2R)-norephedrine was used in place of (1R,2S)-norephedrine or (S)-(−)-1-phenylethylamine to yield the title compound, [α]D20 +18.1° C. (c, 8.8 in MeOH); NMR analysis of the acid in the presence of (R)-(+)-1-phenylethylaine gave an enantiomerical purity of >98%. NMR (CDCl3):... Starting materials: BrC1=C2N=CNC2=NC=N1 (6-bromo-9H-purine), NC(C)C=1C(=C(C(=C(C1)Cl)C)C1=CC(=C(C=C1)C(=O)N)F)OC (3′-(1-aminoethyl)-5′-chloro-3-fluoro-2′-methoxy-6′-methylbiphenyl-4-carboxamide), C(C)(C)N(C(C)C)CC (N,N-diisopropylethylamine). The solvent is C(C)(C)O (isopropyl alcohol). Run at temperature 90 celsius. Product: ClC=1C(=C(C(=C(C1)C(C)NC1=C2N=CNC2=NC=N1)OC)C1=CC(=C(C=C1)C(=O)N)F)C (3′-Chloro-3-fluoro-6′-methoxy-2′-methyl-5′-[1-(9H-purin-6-ylamino)ethyl]biphenyl-4-carboxamide). As a reaction SMILES: Br[C:2]1[N:10]=[CH:9][N:8]=[C:7]2[C:3]=1[N:4]=[CH:5][NH:6]2.[NH2:11][CH:12]([C:14]1[C:15]([O:32][CH3:33])=[C:16]([C:22]2[CH:27]=[CH:26][C:25]([C:28]([NH2:30])=[O:29])=[C:24]([F:31])[CH:23]=2)[C:17]([CH3:21])=[C:18]([Cl:20])[CH:19]=1)[CH3:13].C(N(CC)C(C)C)(C)C>C(O)(C)C>[Cl:20][C:18]1[C:17]([CH3:21])=[C:16]([C:22]2[CH:27]=[CH:26][C:25]([C:28]([NH2:30])=[O:29])=[C:24]([F:31])[CH:23]=2)[C:15]([O:32][CH3:33])=[C:14]([CH:12]([NH:11][C:2]2[N:10]=[CH:9][N:8]=[C:7]3[C:3]=2[N:4]=[CH:5][NH:6]3)[CH3:13])[CH:19]=1. Procedure details: A mixture of 6-bromo-9H-purine (13 mg, 0.065 mmol), 3′-(1-aminoethyl)-5′-chloro-3-fluoro-2′-methoxy-6′-methylbiphenyl-4-carboxamide (20 mg, 0.06 mmol), and N,N-diisopropylethylamine (0.021 mL, 0.12 mmol) in isopropyl alcohol (0.2 mL) was heated at 90° C. under nitrogen overnight. The mixture was evaporated and the resulting mixture was purified on RP-HPLC (XBridge C18 Column, eluting with a gradient of acetonitrile in water with 0.2% ammonium hydroxide, at flow rate of 30 mL/min) to give the des... Reactants: N[C@H]1CN(CC1)C(=O)OC(C)(C)C ((R)-3-amino-1-pyrrolidinecarboxylic acid, 1,1-dimethylethyl ester), ClC=1C2=C(N=C(N1)SCC1=C(C(=CC=C1)F)F)N=C(S2)N (7-Chloro-5-[[(2,3-difluorophenyl)methyl]thio]thiazolo[4,5-d]pyrimidin-2-amine). Product: NC=1SC2=C(N=C(N=C2N[C@H]2CN(CC2)C(=O)OC(C)(C)C)SCC2=C(C(=CC=C2)F)F)N1 (3-[[2-Amino-5-[[(2,3-difluorophenyl)methyl]thio]thiazolo[4,5-d]pyrimidin-7-yl]amino]-(3R)-1-pyrrolidinecarboxylic acid, 1,1-dimethylethyl ester). Reaction SMILES: [NH2:1][C@@H:2]1[CH2:6][CH2:5][N:4]([C:7]([O:9][C:10]([CH3:13])([CH3:12])[CH3:11])=[O:8])[CH2:3]1.Cl[C:15]1[C:16]2[S:33][C:32]([NH2:34])=[N:31][C:17]=2[N:18]=[C:19]([S:21][CH2:22][C:23]2[CH:28]=[CH:27][CH:26]=[C:25]([F:29])[C:24]=2[F:30])[N:20]=1>>[NH2:34][C:32]1[S:33][C:16]2[C:15]([NH:1][C@@H:2]3[CH2:6][CH2:5][N:4]([C:7]([O:9][C:10]([CH3:13])([CH3:12])[CH3:11])=[O:8])[CH2:3]3)=[N:20][C:19]([S:21][CH2:22][C:23]3[CH:28]=[CH:27][CH:26]=[C:25]([F:29])[C:24]=3[F:30])=[N:18][C:17]=2[N:31]=1. Procedure: Prepared by the method of example 18 step a) using (R)-3-amino-1-pyrrolidinecarboxylic acid, 1,1-dimethylethyl ester and the product of example 4 step b). Starting materials: CCOC(=O)Cn1ncc2c1CCCC2N(C)S(=O)(=O)c1cc(F)cc(C(F)(F)F)c1, CCS. Yields the product CCOC(=O)Cn1ncc2c1CCCC2N(C)S(=O)(=O)c1cc(SCC)cc(C(F)(F)F)c1. Reaction SMILES: [CH2:1]([CH3:2])[O:3][C:4]([CH2:5][n:6]1[n:7][cH:8][c:9]2[c:14]1[CH2:13][CH2:12][CH2:11][CH:10]2[N:15]([CH3:16])[S:17](=[O:18])(=[O:19])[c:20]1[cH:21][c:22]([F:30])[cH:23][c:24]([C:26]([F:27])([F:28])[F:29])[cH:25]1)=[O:31].[CH2:32]([CH3:33])[SH:34]>>[CH2:1]([CH3:2])[O:3][C:4]([CH2:5][n:6]1[n:7][cH:8][c:9]2[c:14]1[CH2:13][CH2:12][CH2:11][CH:10]2[N:15]([CH3:16])[S:17](=[O:18])(=[O:19])[c:20]1[cH:21][c:22]([S:34][CH2:32][CH3:33])[cH:23][c:24]([C:26]([F:27])([F:28])[F:29])[cH:25]1)=[O:31]. The reactants are [BH4-], C1CCOC1, [Na+], O=Cc1cccc2c1OCO2. Yields the product OCc1cccc2c1OCO2. As a reaction SMILES: [BH4-:12].[CH2:14]1[O:15][CH2:16][CH2:17][CH2:18]1.[Na+:13].[O:1]1[CH2:2][O:3][c:4]2[c:5]1[cH:6][cH:7][cH:8][c:9]2[CH:10]=[O:11]>>[O:1]1[CH2:2][O:3][c:4]2[c:5]1[cH:6][cH:7][cH:8][c:9]2[CH2:10][OH:11]. Starting materials: CCOC(C)=O, O=Cc1cnn2ccc(Cl)nc12, C1COCCO1, Nc1cccc(Cn2ccnc2)c1. The product is O=Cc1cnn2ccc(Nc3cccc(Cn4ccnc4)c3)nc12. RXN SMILES: [CH3:26][CH2:27][O:28][C:29]([CH3:30])=[O:31].[Cl:1][c:2]1[n:3][c:4]2[n:5]([cH:6][cH:7]1)[n:8][cH:9][c:10]2[CH:11]=[O:12].[O:32]1[CH2:33][CH2:34][O:35][CH2:36][CH2:37]1.[n:13]1([CH2:18][c:19]2[cH:20][c:21]([NH2:22])[cH:23][cH:24][cH:25]2)[cH:14][n:15][cH:16][cH:17]1>>[c:2]1([NH:22][c:21]2[cH:20][c:19]([CH2:18][n:13]3[cH:14][n:15][cH:16][cH:17]3)[cH:25][cH:24][cH:23]2)[n:3][c:4]2[n:5]([cH:6][cH:7]1)[n:8][cH:9][c:10]2[CH:11]=[O:12].